From a dataset of the Open Reaction Database (ORD), a public repository of structured organic reaction records. describe an organic reaction: reactants, conditions, products, and yield Starting materials: CC(C)C[Al+]CC(C)C, COC(=O)CCc1conc1-c1ccc(Cl)c(F)c1, Cl, [H-], C1CCOC1. The product is OCCCc1conc1-c1ccc(Cl)c(F)c1. RXN SMILES: [CH2:21]([Al+:22][CH2:23][CH:24]([CH3:25])[CH3:26])[CH:27]([CH3:28])[CH3:29].[Cl:1][c:2]1[c:3]([F:19])[cH:4][c:5](-[c:8]2[n:9][o:10][cH:11][c:12]2[CH2:13][CH2:14][C:15](=[O:16])[O:17][CH3:18])[cH:6][cH:7]1.[ClH:30].[H-:20].[O:31]1[CH2:32][CH2:33][CH2:34][CH2:35]1>>[Cl:1][c:2]1[c:3]([F:19])[cH:4][c:5](-[c:8]2[n:9][o:10][cH:11][c:12]2[CH2:13][CH2:14][CH2:15][OH:16])[cH:6][cH:7]1. Reactants: BrC=1OC(=C(N1)C(F)(F)F)C(=O)OCC (ethyl 2-bromo-4-trifluoromethyloxazole-5-carboxylate), N1CCCCC1 (piperidine). Isolated yield 88.0%. As a reaction SMILES: Br[C:2]1[O:3][C:4]([C:11]([O:13][CH2:14][CH3:15])=[O:12])=[C:5]([C:7]([F:10])([F:9])[F:8])[N:6]=1.[NH:16]1[CH2:21][CH2:20][CH2:19][CH2:18][CH2:17]1>FC(F)(F)C1C=CC=CC=1.CCOC(C)=O>[N:16]1([C:2]2[O:3][C:4]([C:11]([O:13][CH2:14][CH3:15])=[O:12])=[C:5]([C:7]([F:10])([F:9])[F:8])[N:6]=2)[CH2:21][CH2:20][CH2:19][CH2:18][CH2:17]1. Yields the product N1(CCCCC1)C=1OC(=C(N1)C(F)(F)F)C(=O)OCC (ethyl 2-(1-piperidinyl)-4-trifluoromethyloxazole-5-carboxylate). Run at temperature 120 celsius. Reported procedure: To a solution of ethyl 2-bromo-4-trifluoromethyloxazole-5-carboxylate (A-2) (0.85 mL) in α,α,α-trifluorotoluene (10 mL) at RT was added piperidine (1.1 mL). The reaction mixture was heated at 120° C. for 20 min by microwave then cooled to RT and diluted with EtOAc (100 mL). The organic solution was washed with H2O (2×100 mL), saturated NH4Cl (1×100 mL), brine (1×100 mL), dried over Na2SO4, filtered, and concentrated to give ethyl 2-(1-piperidinyl)-4-trifluoromethyloxazole-5-carboxylate (A-3) as ... Run in CCOC(=O)C (EtOAc), FC(C1=CC=CC=C1)(F)F (α,α,α-trifluorotoluene). Yields the product ClC=1C=C(C=C(C1)Cl)N1CC(N(CC1)CC1=CC(=C(C=C1)OC)OC)COCC1=CC=C(C=C1)[N+](=O)[O-] (4-(3,5-Dichlorophenyl)-1-[(3,4-dimethoxyphenyl)methyl]-2-[[(4-nitrophenyl)methoxy]methyl]piperazine). Procedure details: In a manner similar to Preparation 19, react 4-(3,5-dichlorophenyl)-1-[(3,4-dimethoxyphenyl)methyl]-2-piperazinemethanol with sodium hydride and 1-(chloromethyl)-4-nitrobenzene to give the titlecompound. As a reaction SMILES: [Cl:1][C:2]1[CH:3]=[C:4]([N:9]2[CH2:14][CH2:13][N:12]([CH2:15][C:16]3[CH:21]=[CH:20][C:19]([O:22][CH3:23])=[C:18]([O:24][CH3:25])[CH:17]=3)[CH:11]([CH2:26][OH:27])[CH2:10]2)[CH:5]=[C:6]([Cl:8])[CH:7]=1.[H-].[Na+].Cl[CH2:31][C:32]1[CH:37]=[CH:36][C:35]([N+:38]([O-:40])=[O:39])=[CH:34][CH:33]=1>>[Cl:1][C:2]1[CH:3]=[C:4]([N:9]2[CH2:14][CH2:13][N:12]([CH2:15][C:16]3[CH:21]=[CH:20][C:19]([O:22][CH3:23])=[C:18]([O:24][CH3:25])[CH:17]=3)[CH:11]([CH2:26][O:27][CH2:31][C:32]3[CH:37]=[CH:36][C:35]([N+:38]([O-:40])=[O:39])=[CH:34][CH:33]=3)[CH2:10]2)[CH:5]=[C:6]([Cl:8])[CH:7]=1 |f:1.2|. Starting materials: ClC=1C=C(C=C(C1)Cl)N1CC(N(CC1)CC1=CC(=C(C=C1)OC)OC)CO (4-(3,5-dichlorophenyl)-1-[(3,4-dimethoxyphenyl)methyl]-2-piperazinemethanol), [H-].[Na+] (sodium hydride), ClCC1=CC=C(C=C1)[N+](=O)[O-] (1-(chloromethyl)-4-nitrobenzene). Starting materials: OS(=O)(=O)O (H2SO4), CN1N=C(C(=C1)[N+](=O)[O-])C(=O)O (1-methyl-4-nitropyrazole-3-carboxylic acid), CO (MeOH). The product is CN1N=C(C(=C1)[N+](=O)[O-])C(=O)OC (methyl 1-methyl-4-nitropyrazole-3-carboxylate). As a reaction SMILES: OS(O)(=O)=O.[CH3:6][N:7]1[CH:11]=[C:10]([N+:12]([O-:14])=[O:13])[C:9]([C:15]([OH:17])=[O:16])=[N:8]1.[CH3:18]O>>[CH3:6][N:7]1[CH:11]=[C:10]([N+:12]([O-:14])=[O:13])[C:9]([C:15]([O:17][CH3:18])=[O:16])=[N:8]1. Procedure: Concentrated H2SO4 (0.4 ml) was added to 1-methyl-4-nitropyrazole-3-carboxylic acid (2.02 g) in MeOH (40 ml) and the mixture heated to reflux for 4 hours. After cooling to room temperature, the reaction was concentrated in vacuo. The crude material was dissolved in EtOAc (60 ml) then washed with water (10 ml) and brine (10 ml). The organic layer was dried, filtered and concentrated to give methyl 1-methyl-4-nitropyrazole-3-carboxylate, 1.96 g. Reactants: CCN(CC)c1ccc(C=O)cc1, FC(F)(F)c1nnc2ccc(N3CCNCC3)nn12. The product is CCN(CC)c1ccc(CN2CCN(c3ccc4nnc(C(F)(F)F)n4n3)CC2)cc1. RXN SMILES: [CH2:20]([CH3:21])[N:22]([c:23]1[cH:24][cH:25][c:26]([CH:27]=[O:28])[cH:29][cH:30]1)[CH2:31][CH3:32].[N:1]1([c:7]2[cH:8][cH:9][c:10]3[n:11]([n:12]2)[c:13]([C:16]([F:17])([F:18])[F:19])[n:14][n:15]3)[CH2:2][CH2:3][NH:4][CH2:5][CH2:6]1>>[N:1]1([c:7]2[cH:8][cH:9][c:10]3[n:11]([n:12]2)[c:13]([C:16]([F:17])([F:18])[F:19])[n:14][n:15]3)[CH2:2][CH2:3][N:4]([CH2:27][c:26]2[cH:25][cH:24][c:23]([N:22]([CH2:20][CH3:21])[CH2:31][CH3:32])[cH:30][cH:29]2)[CH2:5][CH2:6]1. The reactants are FC(S(=O)(=O)OS(=O)(=O)C(F)(F)F)(F)F (Trifluoromethanesulphonic acid anhydride), FC1=C(C=CC(=C1)F)[C@@]1(CO[C@@H]([C@H]1CO)COC(C1=CC=CC=C1)(C1=CC=CC=C1)C1=CC=CC=C1)NC(=S)NC(C1=CC=CC=C1)=O (N-(((3S,4R,5S)-3-(2,4-difluorophenyl)-4-(hydroxymethyl)-5-((trityloxy)methyl)tetrahydrofuran-3-yl)carbamothioyl)benzamide), FC1=C(C=CC(=C1)F)[C@@]1(CO[C@@H]([C@H]1CO)COC(C1=CC=CC=C1)(C1=CC=CC=C1)C1=CC=CC=C1)NC(=S)NC(C1=CC=CC=C1)=O (N-(((3S,4R,5S)-3-(2,4-difluorophenyl)-4-(hydroxymethyl)-5-((trityloxy)methyl)tetrahydrofuran-3-yl)carbamothioyl)benzamide). The solvent is N1=CC=CC=C1 (pyridine). Reaction conditions: temperature -20 celsius, time 10 minute. Yields the product FC1=C(C=CC(=C1)F)[C@@]12N=C(SC[C@@H]1[C@H](OC2)COC(C2=CC=CC=C2)(C2=CC=CC=C2)C2=CC=CC=C2)NC(C2=CC=CC=C2)=O (N-((4aS,5S,7aS)-7a-(2,4-Difluorophenyl)-5-((trityloxy)methyl)-4a,5,7,7a-tetrahydro-4H-furo[3,4-d][1,3]thiazin-2-yl)benzamide). As a reaction SMILES: F[C:2]([F:15])(F)S(OS(C(F)(F)F)(=O)=O)(=O)=O.[F:16][C:17]1[CH:22]=C(F)[CH:20]=[CH:19][C:18]=1[C@@:24]1([NH:52][C:53]([NH:55][C:56](=[O:63])[C:57]2[CH:62]=[CH:61][CH:60]=[CH:59][CH:58]=2)=[S:54])[C@H:28]([CH2:29]O)[C@@H:27]([CH2:31][O:32][C:33]([C:46]2[CH:51]=[CH:50][CH:49]=[CH:48][CH:47]=2)(C2C=CC=CC=2)[C:34]2[CH:39]=[CH:38][CH:37]=[CH:36][CH:35]=2)[O:26][CH2:25]1>N1C=CC=CC=1>[F:16][C:17]1[CH:22]=[C:2]([F:15])[CH:20]=[CH:19][C:18]=1[C@:24]12[CH2:25][O:26][C@H:27]([CH2:31][O:32][C:33]([C:34]3[CH:39]=[CH:38][CH:37]=[CH:36][CH:35]=3)([C:46]3[CH:47]=[CH:48][CH:49]=[CH:50][CH:51]=3)[C:34]3[CH:39]=[CH:38][CH:37]=[CH:36][CH:35]=3)[C@H:28]1[CH2:29][S:54][C:53]([NH:55][C:56](=[O:63])[C:57]1[CH:58]=[CH:59][CH:60]=[CH:61][CH:62]=1)=[N:52]2. Procedure: Trifluoromethanesulphonic acid anhydride (0.40 mL, 2.35 mmol) was added slowly to a stirred solution of N-(((3S,4R,5S)-3-(2,4-difluorophenyl)-4-(hydroxymethyl)-5-((trityloxy)methyl)tetrahydrofuran-3-yl)carbamothioyl)benzamide (1.3 g, 1.96 mmol) in dry pyridine (4 mL) under nitrogen such that the internal temperature remained below −20° C. Upon complete addition, the reaction was stirred at −20° C. for a further 10 minutes and then transferred to an ice bath. After 2 hours at 0° C. the reaction w... Starting materials: CCc1ccc(CC(NC(=O)N2CCC(N3CCc4ccccc4NC3=O)CC2)C(=O)O)cc1CC, C1CC(N2CCOCC2)CCN1. Yields the product CCc1ccc(CC(NC(=O)N2CCC(N3CCc4ccccc4NC3=O)CC2)C(=O)N2CCC(N3CCOCC3)CC2)cc1CC. RXN SMILES: [CH2:1]([CH3:2])[c:3]1[cH:4][c:5]([CH2:11][CH:12]([C:13](=[O:14])[OH:15])[NH:16][C:17](=[O:18])[N:19]2[CH2:20][CH2:21][CH:22]([N:25]3[C:26](=[O:36])[NH:27][c:28]4[c:29]([cH:32][cH:33][cH:34][cH:35]4)[CH2:30][CH2:31]3)[CH2:23][CH2:24]2)[cH:6][cH:7][c:8]1[CH2:9][CH3:10].[NH:37]1[CH2:38][CH2:39][CH:40]([N:43]2[CH2:44][CH2:45][O:46][CH2:47][CH2:48]2)[CH2:41][CH2:42]1>>[CH2:1]([CH3:2])[c:3]1[cH:4][c:5]([CH2:11][CH:12]([C:13](=[O:14])[N:37]2[CH2:38][CH2:39][CH:40]([N:43]3[CH2:44][CH2:45][O:46][CH2:47][CH2:48]3)[CH2:41][CH2:42]2)[NH:16][C:17](=[O:18])[N:19]2[CH2:20][CH2:21][CH:22]([N:25]3[C:26](=[O:36])[NH:27][c:28]4[c:29]([cH:32][cH:33][cH:34][cH:35]4)[CH2:30][CH2:31]3)[CH2:23][CH2:24]2)[cH:6][cH:7][c:8]1[CH2:9][CH3:10].